From a dataset of the Open Reaction Database (ORD), a public repository of structured organic reaction records. describe an organic reaction: reactants, conditions, products, and yield The reactants are ClC1=CC=C(C(=O)C=2N(C3=CC=CC=C3C2)S(=O)(=O)C2=CC=CC=C2)C=C1 (2-(4-chlorobenzoyl)-1-(phenylsulfonyl)indole), [OH-].[Na+] (sodium hydroxide), C(C)O (ethanol). Yields the product ClC1=CC=C(C(=O)C=2NC3=CC=CC=C3C2CC(=O)O)C=C1 ([2-(4-Chlorobenzoyl)-1H-indol-3-yl]acetic Acid). Isolated yield 98.2%. RXN SMILES: [Cl:1][C:2]1[CH:27]=[CH:26][C:5]([C:6]([C:8]2[N:9](S(C3C=CC=CC=3)(=O)=O)[C:10]3[C:15]([CH:16]=2)=[CH:14][CH:13]=[CH:12][CH:11]=3)=[O:7])=[CH:4][CH:3]=1.[OH-:28].[Na+].[CH2:30]([OH:32])[CH3:31]>>[Cl:1][C:2]1[CH:3]=[CH:4][C:5]([C:6]([C:8]2[NH:9][C:10]3[C:15]([C:16]=2[CH2:31][C:30]([OH:28])=[O:32])=[CH:14][CH:13]=[CH:12][CH:11]=3)=[O:7])=[CH:26][CH:27]=1 |f:1.2|. Procedure details: A mixture of 2-(4-chlorobenzoyl)-1-(phenylsulfonyl)indole (step 1, 334 mg, 0.84 mmol) and 2N sodium hydroxide (1.5 ml, 2.78 mmol) in ethanol (5 ml) was heated at reflux temperature for 15 min. The mixture was concentrated and the residue was diluted with ethyl acetate (100 ml). The organic layer was washed with water and dried (MgSO4), and concentrated to afford 211 mg (98.2%) of the title compound as yellow solids. The reactants are CC1(OCCO1)C1=NC=CC(=C1)CN1N=CC(=N1)N (2-[2-(2-methyl-[1,3]dioxolan-2-yl)-pyridin-4-ylmethyl]-2H-[1,2,3]triazol-4-ylamine), C1(=CC=CC=C1)C1=C(N=CO1)C(=O)O (5-phenyl-oxazole-4-carboxylic acid). Yields the product C(C)(=O)C1=NC=CC(=C1)CN1N=CC(=N1)NC(=O)C=1N=COC1C1=CC=CC=C1 (5-Phenyl-oxazole-4-carboxylic acid [2-(2-acetyl-pyridin-4-ylmethyl)-2H-[1,2,3]triazol-4-yl]-amide). As a reaction SMILES: [CH3:1][C:2]1([C:7]2[CH:12]=[C:11]([CH2:13][N:14]3[N:18]=[C:17]([NH2:19])[CH:16]=[N:15]3)[CH:10]=[CH:9][N:8]=2)[O:6]CCO1.[C:20]1([C:26]2[O:30][CH:29]=[N:28][C:27]=2[C:31](O)=[O:32])[CH:25]=[CH:24][CH:23]=[CH:22][CH:21]=1>>[C:2]([C:7]1[CH:12]=[C:11]([CH2:13][N:14]2[N:18]=[C:17]([NH:19][C:31]([C:27]3[N:28]=[CH:29][O:30][C:26]=3[C:20]3[CH:21]=[CH:22][CH:23]=[CH:24][CH:25]=3)=[O:32])[CH:16]=[N:15]2)[CH:10]=[CH:9][N:8]=1)(=[O:6])[CH3:1]. Procedure: Following general procedure A followed by B, starting from 2-[2-(2-methyl-[1,3]dioxolan-2-yl)-pyridin-4-ylmethyl]-2H-[1,2,3]triazol-4-ylamine and 5-phenyl-oxazole-4-carboxylic acid. Reactants: ClC=1C=C2C(=NC1)N(C=C2I)[Si](C(C)C)(C(C)C)C(C)C (5-chloro-3-iodo-1-triisopropylsilanyl-1H-pyrrolo[2,3-b]pyridine), ClC=1C=C2C(=NC1)N(C=C2I)[Si](C(C)C)(C(C)C)C(C)C (5-chloro-3-iodo-1-triisopropylsilanyl-1H-pyrrolo[2,3-b]pyridine), C(C)(C)(C)OC(N(C1=NC=C(C=C1)C=O)CC1=C(C(=CC=C1F)NS(=O)(=O)CCC)F)=O ([2,6-Difluoro-3-(propane-1-sulfonylamino)-benzyl]-(5-formyl-pyridin-2-yl)-carbamic acid tert-butyl ester), C(C)(C)(C)OC(N(CC=1C=NC(=CC1)OC)C1=NC(=C(C=C1)C=O)F)=O ((6-Fluoro-5-formyl-pyridin-2-yl)-(6-methoxy-pyridin-3-ylmethyl)-carbamic acid tert-butyl ester), IC1=CN(C2=NC=CC=C21)[Si](C(C)C)(C(C)C)C(C)C (3-Iodo-1-triisopropylsilanyl-1H-pyrrolo[2,3-b]pyridine), C(C)(C)(C)OC(N(CC=1C=NC(=CC1)OC)C1=NC(=C(C=C1)C=O)F)=O ((6-Fluoro-5-formyl-pyridin-2-yl)-(6-methoxy-pyridin-3-ylmethyl)-carbamic acid tert-butyl ester). Yields the product ClC=1C=C2C(=NC1)NC=C2CC=2C=CC(=NC2F)NCC=2C=NC(=CC2)OC ([5-(5-Chloro-1H-pyrrolo[2,3-b]pyridin-3-ylmethyl)-6-fluoro-pyridin-2-yl]-(6-methoxy-pyridin-3-ylmethyl)-amine). RXN SMILES: [Cl:1][C:2]1[CH:3]=[C:4]2[C:10](I)=[CH:9][N:8]([Si](C(C)C)(C(C)C)C(C)C)[C:5]2=[N:6][CH:7]=1.C(OC(=O)[N:28]([C:38]1[CH:43]=[CH:42][C:41]([CH:44]=O)=[C:40]([F:46])[N:39]=1)[CH2:29][C:30]1[CH:31]=[N:32][C:33]([O:36][CH3:37])=[CH:34][CH:35]=1)(C)(C)C.IC1C2C(=NC=CC=2)N([Si](C(C)C)(C(C)C)C(C)C)C=1.C(OC(=O)N(CC1C(F)=CC=C(NS(CCC)(=O)=O)C=1F)C1C=CC(C=O)=CN=1)(C)(C)C>>[Cl:1][C:2]1[CH:3]=[C:4]2[C:10]([CH2:44][C:41]3[CH:42]=[CH:43][C:38]([NH:28][CH2:29][C:30]4[CH:31]=[N:32][C:33]([O:36][CH3:37])=[CH:34][CH:35]=4)=[N:39][C:40]=3[F:46])=[CH:9][NH:8][C:5]2=[N:6][CH:7]=1. Procedure details: respectively, were prepared following the protocol of Scheme 178. P-0259 was prepared by replacing 3-iodo-1-triisopropylsilanyl-1H-pyrrolo[2,3-b]pyridine 96 with 5-chloro-3-iodo-1-triisopropylsilanyl-1H-pyrrolo[2,3-b]pyridine in Step 1 (MS [M+H+]+=506.1). P-0378 was prepared by replacing [2,6-difluoro-3-(propane-1-sulfonylamino)-benzyl]-(5-formyl-pyridin-2-yl)-carbamic acid tert-butyl ester 560 with (6-Fluoro-5-formyl-pyridin-2-yl)-(6-methoxy-pyridin-3-ylmethyl)-carbamic acid tert-butyl ester 57... Reactants: solid, Cl.Cl.Cl.O1CCC=2C1=C(N=CC2)N2CCN(CC2)CC[C@@H]2CC[C@H](CC2)N (trans-4-{2-[4-(2,3-dihydro-furo[2,3-c]pyridin-7-yl)-piperazin-1-yl]-ethyl}-cyclohexylamine trihydrochloride), Cl.Cl.Cl.O1CCC=2C1=C(N=CC2)N2CCN(CC2)CC[C@@H]2CC[C@H](CC2)N (trans-4-{2-[4-(2,3-dihydro-furo[2,3-c]pyridin-7-yl)-piperazin-1-yl]-ethyl}-cyclohexylamine trihydrochloride), O[C@H](CC(=O)OC)CC ((S)-methyl 3-hydroxy-pentanoate). The product is O1CCC=2C1=C(N=CC2)N2CCN(CC2)CC[C@@H]2CC[C@H](CC2)NC(C[C@H](CC)O)=O (trans-(S)-3-Hydroxy-pentanoic acid (4-{2-[4-(2,3-dihydro-furo[2,3-c]pyridin-7-yl)-piperazin-1-yl]-ethyl}-cyclohexyl)-amide). As a reaction SMILES: Cl.Cl.Cl.[O:4]1[C:8]2=[C:9]([N:13]3[CH2:18][CH2:17][N:16]([CH2:19][CH2:20][C@H:21]4[CH2:26][CH2:25][C@H:24]([NH2:27])[CH2:23][CH2:22]4)[CH2:15][CH2:14]3)[N:10]=[CH:11][CH:12]=[C:7]2[CH2:6][CH2:5]1.[OH:28][C@@H:29]([CH2:35][CH3:36])[CH2:30][C:31](OC)=[O:32]>>[O:4]1[C:8]2=[C:9]([N:13]3[CH2:18][CH2:17][N:16]([CH2:19][CH2:20][C@H:21]4[CH2:26][CH2:25][C@H:24]([NH:27][C:31](=[O:32])[CH2:30][C@@H:29]([OH:28])[CH2:35][CH3:36])[CH2:23][CH2:22]4)[CH2:15][CH2:14]3)[N:10]=[CH:11][CH:12]=[C:7]2[CH2:6][CH2:5]1 |f:0.1.2.3|. Procedure: The title compound, white solid (104 mg, 97%), MS (ISP) m/z=431.5 [(M+H)+], mp 217° C., was prepared in accordance with the general method of example 5 from trans-4-{2-[4-(2,3-dihydro-furo[2,3-c]pyridin-7-yl)-piperazin-1-yl]-ethyl}-cyclohexylamine trihydrochloride (intermediate B) (110 mg, 0.25 mmol) and (S)-methyl 3-hydroxy-pentanoate. Starting materials: 4-n-octyloxyphenyl, C(OCC)(OCC)OCC (triethyl orthoformate), C([O-])([O-])=O.[Na+].[Na+] (sodium carbonate), C(CCCCCCC)OC1=CC=C(C=C1)C=COC ((4'-n-octyloxyphenyl)-2-methoxyethylene), C(O)([O-])=O.[Na+] (sodium hydrogencarbonate). Run in O (water), C1(=CC=CC=C1)C (toluene). Reaction conditions: time 12 hour. Yields the product C(CCCCCCC)OC1=CC=C(C=C1)CCOC(=O)C=C (α-(4-n-octyloxyphenyl)-β-ethoxyacrolein). RXN SMILES: C(OCC)(OCC)O[CH2:3][CH3:4].[CH2:11]([O:19][C:20]1[CH:25]=[CH:24][C:23]([CH:26]=[CH:27][O:28][CH3:29])=[CH:22][CH:21]=1)[CH2:12][CH2:13][CH2:14][CH2:15][CH2:16][CH2:17][CH3:18].C(=O)([O-])[OH:31].[Na+].C(=O)([O-])[O-].[Na+].[Na+]>O.C1(C)C=CC=CC=1>[CH2:11]([O:19][C:20]1[CH:25]=[CH:24][C:23]([CH2:26][CH2:27][O:28][C:29]([CH:3]=[CH2:4])=[O:31])=[CH:22][CH:21]=1)[CH2:12][CH2:13][CH2:14][CH2:15][CH2:16][CH2:17][CH3:18] |f:2.3,4.5.6|. Procedure details: Methoxymethyl triphenylphosphonium chloride of 34.28 g was suspended in anhydrous ether of 190 ml, and potassium t-butoxide of 11.22 g was added thereto. A solution prepared by dissolving 4-n-octyloxybenzaldehyde of 22.26 g in anhydrous ether of 110 ml was added thereto, and the solution was stirred at room temperature for 12 hours. Resulting triphenylphosphine oxide was removed by filtration, and the filtrate was poured into ice and water of 300 ml. An ether layer was separated and washed with ... Reactants: COC(=O)C(Cc1ccc(Cl)cc1)NC(=O)C1Cc2ccccc2CN1C(=O)OC(C)(C)C, CCN=C=NCCCN(C)C, CN(C)c1ccncc1, ClCCl, Cl. Yields the product CC(C)(C)OC(=O)N1Cc2ccccc2CC1C(=O)NC(Cc1ccc(Cl)cc1)C(=O)O. As a reaction SMILES: [C:1]([CH3:2])([CH3:3])([CH3:4])[O:5][C:6](=[O:7])[N:8]1[CH2:9][c:10]2[cH:11][cH:12][cH:13][cH:14][c:15]2[CH2:16][CH:17]1[C:18]([NH:19][CH:20]([CH2:21][c:22]1[cH:23][cH:24][c:25]([Cl:28])[cH:26][cH:27]1)[C:29](=[O:30])[O:31][CH3:32])=[O:33].[CH3:35][N:36]([CH3:37])[CH2:38][CH2:39][CH2:40][N:41]=[C:42]=[N:43][CH2:44][CH3:45].[CH3:46][N:47]([CH3:48])[c:49]1[cH:50][cH:51][n:52][cH:53][cH:54]1.[Cl:55][CH2:56][Cl:57].[ClH:34]>>[C:1]([CH3:2])([CH3:3])([CH3:4])[O:5][C:6](=[O:7])[N:8]1[CH2:9][c:10]2[cH:11][cH:12][cH:13][cH:14][c:15]2[CH2:16][CH:17]1[C:18]([NH:19][CH:20]([CH2:21][c:22]1[cH:23][cH:24][c:25]([Cl:28])[cH:26][cH:27]1)[C:29](=[O:30])[OH:31])=[O:33]. Reactants: C=CC#N, CC(=O)O, CN(C)C=O, O=Cc1ccc(Cl)cc1, N#C[Na], O. The product is N#CCCC(=O)c1ccc(Cl)cc1. Reaction SMILES: [CH2:13]=[CH:14][C:15]#[N:16].[CH3:17][C:18](=[O:19])[OH:20].[CH3:21][N:22]([CH3:23])[CH:24]=[O:25].[Cl:4][c:5]1[cH:6][cH:7][c:8]([CH:9]=[O:10])[cH:11][cH:12]1.[Na:1][C:2]#[N:3].[OH2:26]>>[Cl:4][c:5]1[cH:6][cH:7][c:8]([C:9](=[O:10])[CH2:13][CH2:14][C:15]#[N:16])[cH:11][cH:12]1. The reactants are F[B-](F)(F)F, CCN(C(C)C)C(C)C, Cl, c1cnc2c(c1)CCN2, O=C(O)c1cc(Nc2ccc3c(c2)CC2(C3)C(=O)Nc3ncccc32)ncn1, CN(C)C=O, CN(C)C(On1nnc2ccccc21)=[N+](C)C. Yields the product O=C(c1cc(Nc2ccc3c(c2)CC2(C3)C(=O)Nc3ncccc32)ncn1)N1CCc2cccnc21. Reaction SMILES: [B-:48]([F:49])([F:50])([F:51])[F:52].[CH:39]([N:40]([CH2:41][CH3:42])[CH:43]([CH3:44])[CH3:45])([CH3:46])[CH3:47].[ClH:1].[NH:30]1[CH2:31][CH2:32][c:33]2[c:34]1[n:35][cH:36][cH:37][cH:38]2.[O:2]=[C:3]1[NH:4][c:5]2[n:6][cH:7][cH:8][cH:9][c:10]2[C:11]12[CH2:12][c:13]1[cH:14][cH:15][c:16]([NH:20][c:21]3[cH:22][c:23]([C:27](=[O:28])[OH:29])[n:24][cH:25][n:26]3)[cH:17][c:18]1[CH2:19]2.[O:70]=[CH:71][N:72]([CH3:73])[CH3:74].[n:53]1([O:54][C:55]([N:56]([CH3:57])[CH3:58])=[N+:59]([CH3:60])[CH3:61])[c:62]2[cH:63][cH:64][cH:65][cH:66][c:67]2[n:68][n:69]1>>[O:2]=[C:3]1[NH:4][c:5]2[n:6][cH:7][cH:8][cH:9][c:10]2[C:11]12[CH2:12][c:13]1[cH:14][cH:15][c:16]([NH:20][c:21]3[cH:22][c:23]([C:27](=[O:28])[N:30]4[CH2:31][CH2:32][c:33]5[c:34]4[n:35][cH:36][cH:37][cH:38]5)[n:24][cH:25][n:26]3)[cH:17][c:18]1[CH2:19]2. The reactants are [N+](=O)(O)[O-] (nitric acid), C(=O)NC=1C=C(C(=O)O)C(=CC1C)Br (3-(Formylamino)-6-bromo-4-methylbenzoic Acid). Solvent: ice water. Reaction conditions: temperature 0 celsius, time 1 hour. The product is C(=O)NC=1C(=C(C(=O)O)C(=CC1C)Br)[N+](=O)[O-] (3-(Formylamino)-6-bromo-4-methyl-2-nitrobenzoic Acid). As a reaction SMILES: [N+:1]([O-:4])(O)=[O:2].[CH:5]([NH:7][C:8]1[CH:9]=[C:10]([C:14]([Br:18])=[CH:15][C:16]=1[CH3:17])[C:11]([OH:13])=[O:12])=[O:6]>>[CH:5]([NH:7][C:8]1[C:9]([N+:1]([O-:4])=[O:2])=[C:10]([C:14]([Br:18])=[CH:15][C:16]=1[CH3:17])[C:11]([OH:13])=[O:12])=[O:6]. Reported procedure: Fuming nitric acid (120 mL, 2.8 mol) is cooled to about 0° C., whereupon 3-(Formylamino)-6-bromo-4-methylbenzoic Acid (20) (28.243 g, 109.5 mmol) is added in small portions over about 45 minutes, at such a rate to maintain the internal reaction temperature <5° C. The reaction mixture is then stirred at about 0° C. for about 1 hour. The reaction mixture is added to ice water (500 mL) and stirred for about 1 hour. The solids that form are filtered and dried to provide 3-(Formylamino)-6-bromo-4-met...